Dataset: the Open Reaction Database (ORD), a public repository of structured organic reaction records. Task: describe an organic reaction: reactants, conditions, products, and yield Reactants: NC1=NNC=C1 (aminopyrazole), COC(=O)C1=CN(C2=CC=CC=C12)CC (1-ethyl-1H-indole-3-carboxylic acid methyl ester). The product is C(C)N1C=C(C2=CC=CC=C12)C(CC#N)=O (3-(1-Ethyl-1H-indol-3-yl)-3-oxo-propionitrile). The yield is 91.0%. Reaction SMILES: [NH2:1][C:2]1[CH:6]=CNN=1.CO[C:9]([C:11]1[C:19]2[C:14](=[CH:15][CH:16]=[CH:17][CH:18]=2)[N:13]([CH2:20][CH3:21])[CH:12]=1)=[O:10]>>[CH2:20]([N:13]1[C:14]2[C:19](=[CH:18][CH:17]=[CH:16][CH:15]=2)[C:11]([C:9](=[O:10])[CH2:6][C:2]#[N:1])=[CH:12]1)[CH3:21]. Reported procedure: The product was prepared according to the general procedure for aminopyrazole synthesis (route A1bis) from 1-ethyl-1H-indole-3-carboxylic acid methyl ester (860.0 mg, 4.2 mmol, 1.0 eq). 820.0 mg of the title product (yield 91%) were obtained and used directly for the next step. As a reaction SMILES: Cl[C:2]1[N:3]=[C:4]([NH:22][C:23]2[CH:31]=[C:30]3[C:26]([CH:27]=[N:28][NH:29]3)=[CH:25][CH:24]=2)[C:5]2[C:10]([CH3:11])=[CH:9][N:8]([S:12]([C:15]3[CH:21]=[CH:20][C:18]([CH3:19])=[CH:17][CH:16]=3)(=[O:14])=[O:13])[C:6]=2[N:7]=1.[NH2:32][C:33]1[CH:38]=[CH:37][C:36]([N:39]2[CH2:44][CH2:43][N:42]([C:45](=[O:47])[CH3:46])[CH2:41][CH2:40]2)=[CH:35][CH:34]=1.C[Si](Cl)(C)C>C(O)CCC>[NH:29]1[C:30]2[C:26](=[CH:25][CH:24]=[C:23]([NH:22][C:4]3[C:5]4[C:10]([CH3:11])=[CH:9][N:8]([S:12]([C:15]5[CH:21]=[CH:20][C:18]([CH3:19])=[CH:17][CH:16]=5)(=[O:14])=[O:13])[C:6]=4[N:7]=[C:2]([NH:32][C:33]4[CH:34]=[CH:35][C:36]([N:39]5[CH2:40][CH2:41][N:42]([C:45](=[O:47])[CH3:46])[CH2:43][CH2:44]5)=[CH:37][CH:38]=4)[N:3]=3)[CH:31]=2)[CH:27]=[N:28]1. Yields the product N1N=CC2=CC=C(C=C12)NC=1C2=C(N=C(N1)NC1=CC=C(C=C1)N1CCN(CC1)C(C)=O)N(C=C2C)S(=O)(=O)C2=CC=C(C)C=C2 (1-(4-(4-(4-(1H-indazol-6-ylamino)-5-methyl-7-tosyl-7H-pyrrolo[2,3-d]pyrimidin-2-ylamino)phenyl)piperazin-1-yl)ethanone). Conditions: temperature 115 celsius. Reactants: ClC=1N=C(C2=C(N1)N(C=C2C)S(=O)(=O)C2=CC=C(C)C=C2)NC2=CC=C1C=NNC1=C2 (2-Chloro-N-(1H-indazol-6-yl)-5-methyl-7-tosyl-7H-pyrrolo[2,3-d]pyrimidin-4-amine), NC1=CC=C(C=C1)N1CCN(CC1)C(C)=O (1-(4-(4-aminophenyl)piperazin-1-yl)ethanone), C[Si](C)(C)Cl (trimethylsilyl chloride). Yield: 17.7%. The solvent is C(CCC)O (n-butyl alcohol). Reported procedure: To a mixture of 2-Chloro-N-(1H-indazol-6-yl)-5-methyl-7-tosyl-7H-pyrrolo[2,3-d]pyrimidin-4-amine (0.18 g, 0.4 mmol) and 1-(4-(4-aminophenyl)piperazin-1-yl)ethanone (0.22 g, 1 mmol) in n-butyl alcohol (2 mL) was added trimethylsilyl chloride (TMSCl) (0.026 mL, 0.2 mmol). After heating at 115° C. for 15 h, the mixture was purified by preparative HPLC to give 1-(4-(4-(4-(1H-indazol-6-ylamino)-5-methyl-7-tosyl-7H-pyrrolo[2,3-d]pyrimidin-2-ylamino)phenyl)piperazin-1-yl)ethanone (0.045 g). Reactants: Brc1n[nH]c(Br)c1Br, C1CCCCC1, COS(=O)(=O)OC, [Na+], [OH-]. Yields the product Cn1nc(Br)c(Br)c1Br. Reaction SMILES: [Br:1][c:2]1[n:3][nH:4][c:5]([Br:8])[c:6]1[Br:7].[CH2:18]1[CH2:19][CH2:20][CH2:21][CH2:22][CH2:23]1.[CH3:11][O:12][S:13]([O:14][CH3:15])(=[O:16])=[O:17].[Na+:10].[OH-:9]>>[Br:1][c:2]1[n:3][n:4]([CH3:11])[c:5]([Br:8])[c:6]1[Br:7]. Reactants: O=C([O-])[O-], COC(=O)C(NS(=O)(=O)c1ccc(OC)cc1)C(C)C, CN(C)C=O, CCOC(C)=O, Cl, [K+], [K+], ClCc1cccnc1. Product: COC(=O)C(C(C)C)N(Cc1cccnc1)S(=O)(=O)c1ccc(OC)cc1, Cl. As a reaction SMILES: [C:30](=[O:31])([O-:32])[O-:33].[CH3:1][O:2][c:3]1[cH:4][cH:5][c:6]([S:9](=[O:10])(=[O:11])[NH:12][CH:13]([C:14](=[O:15])[O:16][CH3:17])[CH:18]([CH3:19])[CH3:20])[cH:7][cH:8]1.[CH3:36][N:37]([CH3:38])[CH:39]=[O:40].[CH3:41][CH2:42][O:43][C:44](=[O:45])[CH3:46].[ClH:21].[K+:34].[K+:35].[cH:22]1[c:23]([CH2:28][Cl:29])[cH:24][cH:25][cH:26][n:27]1>>[CH3:1][O:2][c:3]1[cH:4][cH:5][c:6]([S:9](=[O:10])(=[O:11])[N:12]([CH:13]([C:14](=[O:15])[O:16][CH3:17])[CH:18]([CH3:19])[CH3:20])[CH2:28][c:23]2[cH:22][n:27][cH:26][cH:25][cH:24]2)[cH:7][cH:8]1.[ClH:29]. The reactants are OCC(=O)NC=1SC2=C(N1)C=CC(=C2)OC (2-(Hydroxyacetylamino)-6-methoxybenzothiazole), C(C(C)C)(=O)Cl (isobutyryl chloride). Solvent: N1=CC=CC=C1 (pyridine). Conditions: time 2 hour. The product is C(C(C)C)(=O)OCC(=O)NC=1SC2=C(N1)C=CC(=C2)OC (2-(isobutyryloxyacetylamino)-6-methoxybenzothiazole). RXN SMILES: [OH:1][CH2:2][C:3]([NH:5][C:6]1[S:7][C:8]2[CH:14]=[C:13]([O:15][CH3:16])[CH:12]=[CH:11][C:9]=2[N:10]=1)=[O:4].[C:17](Cl)(=[O:21])[CH:18]([CH3:20])[CH3:19]>N1C=CC=CC=1>[C:17]([O:1][CH2:2][C:3]([NH:5][C:6]1[S:7][C:8]2[CH:14]=[C:13]([O:15][CH3:16])[CH:12]=[CH:11][C:9]=2[N:10]=1)=[O:4])(=[O:21])[CH:18]([CH3:20])[CH3:19]. Procedure: 2-(Hydroxyacetylamino)-6-methoxybenzothiazole (1.2 g) prepared in Example 3 is dissolved in pyridine (50 ml) and thereto is added dropwise isobutyryl chloride (0.6 ml) at room temperature. After the mixture is stirred at room temperature for 2 hours, the solvent is distilled off. The resulting oil is solidified with addition of water. The obtained solids are filtered off, washed with water, then with diethyl ether, dried and recrystallized from ethanol to give the title compound (1.2 g) having t... Reactants: [Al+3], [Cl-], [Cl-], [Cl-], O=C1CC(NC(=O)C(F)(F)F)C(=O)O1, c1ccccc1. Product: O=C(CC(NC(=O)C(F)(F)F)C(=O)O)c1ccccc1. Reaction SMILES: [Al+3:16].[Cl-:15].[Cl-:17].[Cl-:18].[F:1][C:2]([C:3](=[O:4])[NH:5][CH:6]1[CH2:7][C:8](=[O:9])[O:10][C:11]1=[O:12])([F:13])[F:14].[cH:19]1[cH:20][cH:21][cH:22][cH:23][cH:24]1>>[F:1][C:2]([C:3](=[O:4])[NH:5][CH:6]([CH2:7][C:8](=[O:9])[c:19]1[cH:20][cH:21][cH:22][cH:23][cH:24]1)[C:11]([OH:10])=[O:12])([F:13])[F:14]. Starting materials: C(C)(=O)OC1=C(C(=CC=C1)C(C1=CC=CC=C1)=O)C (3-benzoyl-2-methylphenyl acetate), [OH-].[K+] (KOH). The solvent is O (H2O). Reaction conditions: time 18 hour. Product: OC=1C(=C(C=CC1)C(=O)C1=CC=CC=C1)C ((3-hydroxy-2-methylphenyl)(phenyl)methanone). Isolated yield 17.0%. Reaction SMILES: C([O:4][C:5]1[CH:10]=[CH:9][CH:8]=[C:7]([C:11](=[O:18])[C:12]2[CH:17]=[CH:16][CH:15]=[CH:14][CH:13]=2)[C:6]=1[CH3:19])(=O)C.[OH-].[K+]>O>[OH:4][C:5]1[C:6]([CH3:19])=[C:7]([C:11]([C:12]2[CH:17]=[CH:16][CH:15]=[CH:14][CH:13]=2)=[O:18])[CH:8]=[CH:9][CH:10]=1 |f:1.2|. Procedure details: A mixture of 3-benzoyl-2-methylphenyl acetate prepared as in Step 1 (6.85 g, 26.9 mmole) and KOH (15.0 g, 267 mmole) in H2O (100 mL) was stirred at room temperature for 18 h. The aqueous mixture was then washed with ethyl ether (3×200 mL), cooled to 0° C. and acidified with con. HCl. The resulting solid was filtered, washed with H2O and dried in vacuo to give 0.99 g (17% yield) of the product as an off-white crystalline solid: EIHRMS m/z 212.0829 (M+, C14H12O2, Calc'd 212.0837).